Dataset: the Open Reaction Database (ORD), a public repository of structured organic reaction records. Task: describe an organic reaction: reactants, conditions, products, and yield The reactants are O=C1N(C(C2=CC=CC=C12)=O)CCCC=1C=C(C=O)C=CC1 (3-(3-(1,3-dioxoisoindolin-2-yl)propyl)benzaldehyde), [Br-].C1(=C(C=CC=C1)C[P+](C1=CC=CC=C1)(C1=CC=CC=C1)C1=CC=CC=C1)C1=CC=CC=C1 (biphenyl-2-ylmethyl triphenylphosphonium bromide). Product: C1(=C(C=CC=C1)/C=C/C=1C=C(C=CC1)CCCN1C(C2=CC=CC=C2C1=O)=O)C1=CC=CC=C1 ((E)-2-(3-(3-(2-(biphenyl-2-yl)vinyl)phenyl)propyl)isoindoline-1,3-dione), (E/Z)-2-(3-(3-(2-(biphenyl-2-yl)vinyl)phenyl)propyl)isoindoline-1,3-dione. Isolated yield 30.0%. RXN SMILES: [O:1]=[C:2]1[C:10]2[C:5](=[CH:6][CH:7]=[CH:8][CH:9]=2)[C:4](=[O:11])[N:3]1[CH2:12][CH2:13][CH2:14][C:15]1[CH:16]=[C:17]([CH:20]=[CH:21][CH:22]=1)[CH:18]=O.[Br-].[C:24]1([C:50]2[CH:55]=[CH:54][CH:53]=[CH:52][CH:51]=2)[CH:29]=[CH:28][CH:27]=[CH:26][C:25]=1[CH2:30][P+](C1C=CC=CC=1)(C1C=CC=CC=1)C1C=CC=CC=1>>[C:24]1([C:50]2[CH:51]=[CH:52][CH:53]=[CH:54][CH:55]=2)[CH:29]=[CH:28][CH:27]=[CH:26][C:25]=1/[CH:30]=[CH:18]/[C:17]1[CH:16]=[C:15]([CH2:14][CH2:13][CH2:12][N:3]2[C:4](=[O:11])[C:5]3[C:10](=[CH:9][CH:8]=[CH:7][CH:6]=3)[C:2]2=[O:1])[CH:22]=[CH:21][CH:20]=1 |f:1.2|. Procedure details: Phthalimide 29 was coupled with biphenyl-2-ylmethyl triphenylphosphonium bromide. Purification by flash chromatography (5% EtOAc-hexanes) gave (E)-2-(3-(3-(2-(biphenyl-2-yl)vinyl)phenyl)propyl)isoindoline-1,3-dione (0.100 g, 13%) and (E/Z)-2-(3-(3-(2-(biphenyl-2-yl)vinyl)phenyl)propyl)isoindoline-1,3-dione (0.230 g, 30%) as colorless oils. Trans-isomer: 1H NMR (400 MHz, CDCl3) δ 781-7.83 (m, 2H), 7.72-7.74 (m, 1H), 7.68-7.70 (m, 2H), 7.63-7.65 (m, 2H), 7.42-7.52 (m, 6H), 7.35-7.40 (m, 2H), 7.22-... Reactants: [BH4-], CC(C)(C)OC(=O)NC(Cc1ccccc1)C(=O)CCl, Cc1ccccc1, CCO, [Na+]. Yields the product CC(C)(C)OC(=O)NC(Cc1ccccc1)C(O)CCl. RXN SMILES: [BH4-:28].[C:1]([CH3:2])([CH3:3])([CH3:4])[O:5][C:6](=[O:7])[NH:8][CH:9]([C:10]([CH2:11][Cl:12])=[O:13])[CH2:14][c:15]1[cH:16][cH:17][cH:18][cH:19][cH:20]1.[CH3:21][c:22]1[cH:23][cH:24][cH:25][cH:26][cH:27]1.[CH3:30][CH2:31][OH:32].[Na+:29]>>[C:1]([CH3:2])([CH3:3])([CH3:4])[O:5][C:6](=[O:7])[NH:8][CH:9]([CH:10]([CH2:11][Cl:12])[OH:13])[CH2:14][c:15]1[cH:16][cH:17][cH:18][cH:19][cH:20]1. Reactants: [H-].[Na+] (Sodium hydride), ClC1=C(C=CC(=C1)OC1=CC=C(C=C1)Cl)C(CN1N=CN=C1)(C)O (2-[2-chloro-4-(4-chlorophenoxy)phenyl]-1-(1,2,4-triazol-1-yl)propan-2-ol), C(C1=CC=CC=C1)Br (benzylbromide). Run in [Cl-].[Na+].O (Brine), C1CCOC1 (THF). Run at time 18 hour. Yields the product C(C1=CC=CC=C1)OC(CN1N=CN=C1)(C)C1=C(C=C(C=C1)OC1=CC=C(C=C1)Cl)Cl (1-[2-benzyloxy-2-[2-chloro-4-(4-chlorophenoxy)phenyl]propyl]-1,2,4-triazole). Yield: 68.9%. Reaction SMILES: [H-].[Na+].[Cl:3][C:4]1[CH:9]=[C:8]([O:10][C:11]2[CH:16]=[CH:15][C:14]([Cl:17])=[CH:13][CH:12]=2)[CH:7]=[CH:6][C:5]=1[C:18]([OH:26])([CH3:25])[CH2:19][N:20]1[CH:24]=[N:23][CH:22]=[N:21]1.[CH2:27](Br)[C:28]1[CH:33]=[CH:32][CH:31]=[CH:30][CH:29]=1>C1COCC1.[Cl-].[Na+].O>[CH2:27]([O:26][C:18]([C:5]1[CH:6]=[CH:7][C:8]([O:10][C:11]2[CH:12]=[CH:13][C:14]([Cl:17])=[CH:15][CH:16]=2)=[CH:9][C:4]=1[Cl:3])([CH3:25])[CH2:19][N:20]1[CH:24]=[N:23][CH:22]=[N:21]1)[C:28]1[CH:33]=[CH:32][CH:31]=[CH:30][CH:29]=1 |f:0.1,5.6.7|. Procedure: Sodium hydride (0.04 g) was added to a solution of 2-[2-chloro-4-(4-chlorophenoxy)phenyl]-1-(1,2,4-triazol-1-yl)propan-2-ol (0.5 g) in THF (15 mL). After 30 min benzylbromide (0.27 g) was added and the mixture was stirred for 18 h at reflux. Brine was added and the mixture was extracted with dichloro methane (3×). The combined organic phases were dried, filtered through a silica plug and evaporated. The crude product was purified by column chromatography to yield 0.43 g of the desired compound. The reactants are [H-].[Na+] (sodium hydride), CN(CCO)C (N,N-dimethylethanolamine), Cl (hydrochloric acid), ClC1=CC(=NC=N1)N1NC=C(C1=O)C=1C=NC=CC1 (2-(6-Chloropyrimidin-4-yl)-4-pyridin-3-yl-1,2-dihydro-3H-pyrazol-3-one). The reagents and catalysts are [I-].C(CCC)[N+](CCCC)(CCCC)CCCC (tetra-n-butylammonium iodide). Solvent: C1CCOC1 (THF), O (water), C1CCOC1 (THF). Reaction conditions: time 16 hour. The product is Cl.CN(CCOC1=CC(=NC=N1)N1NC=C(C1=O)C=1C=NC=CC1)C (2-{6-[2-(Dimethylamino)ethoxy]pyrimidin-4-yl}-4-pyridin-3-yl-1,2-dihydro-3H-pyrazol-3-one hydrochloride). RXN SMILES: [H-].[Na+].[CH3:3][N:4]([CH3:8])[CH2:5][CH2:6][OH:7].[Cl:9][C:10]1[N:15]=[CH:14][N:13]=[C:12]([N:16]2[C:20](=[O:21])[C:19]([C:22]3[CH:23]=[N:24][CH:25]=[CH:26][CH:27]=3)=[CH:18][NH:17]2)[CH:11]=1.Cl>C1COCC1.[I-].C([N+](CCCC)(CCCC)CCCC)CCC.O>[ClH:9].[CH3:3][N:4]([CH3:8])[CH2:5][CH2:6][O:7][C:10]1[N:15]=[CH:14][N:13]=[C:12]([N:16]2[C:20](=[O:21])[C:19]([C:22]3[CH:23]=[N:24][CH:25]=[CH:26][CH:27]=3)=[CH:18][NH:17]2)[CH:11]=1 |f:0.1,6.7,9.10|. Procedure details: 99 mg (0.4 mmol, 60% in mineral oil) of sodium hydride are added to a solution of 35 μl (31 mg, 0.4 mmol) of N,N-dimethylethanolamine and 2 ml of anhydrous THF, and the mixture is stirred for 10 min 100 mg (0.4 mmol) of the compound from Example 23, suspended in 3 ml of anhydrous THF, and 6 mg (0.02 mmol) of tetra-n-butylammonium iodide are added, and the mixture is stirred at RT for 16 h. 1 N hydrochloric acid and water are then added, the mixture is concentrated on a rotary evaporator and the ... The reactants are N1(N=NC=C1)CCNC1=NC=C(C(=N1)[C@H](CC1=CC(=CC(=C1)F)F)NC(CN1N=C(C=2C(CCC(C12)(F)F)(F)F)C(F)F)=O)C=1C=CC(=C(C(=O)N)C1)F ((S)-5-(2-((2-(1H-1,2,3-triazol-1-yl)ethyl)amino)-4-(1-(2-(3-(difluoromethyl)-4,4,7,7-tetrafluoro-4,5,6,7-tetrahydro-1H-indazol-1-yl)acetamido)-2-(3,5-difluorophenyl)ethyl)pyrimidin-5-yl)-2-fluorobenzamide), O1CCN(CC1)CCN (2-morpholinoethanamine), BrC=1C(=NC(=NC1)S(=O)(=O)C)[C@H](CC1=CC(=CC(=C1)F)F)NC(OC(C)(C)C)=O ((S)-tert-butyl (1-(5-bromo-2-(methylsulfonyl)pyrimidin-4-yl)-2-(3,5-difluorophenyl)ethyl)carbamate). Yields the product FC(C1=NN(C=2C(CCC(C12)(F)F)(F)F)CC(=O)N[C@@H](CC1=CC(=CC(=C1)F)F)C1=NC(=NC=C1C=1C=CC(=C(C(=O)N)C1)F)NCCN1CCOCC1)F ((S)-5-(4-(1-(2-(3-(difluoromethyl)-4,4,7,7-tetrafluoro-4,5,6,7-tetrahydro-1H-indazol-1-yl)acetamido)-2-(3,5-difluorophenyl)ethyl)-2-((2-morpholinoethyl)amino)pyrimidin-5-yl)-2-fluorobenzamide). Reaction SMILES: [N:1]1([CH2:6][CH2:7][NH:8][C:9]2[N:14]=[C:13]([C@@H:15]([NH:25][C:26](=[O:44])[CH2:27][N:28]3[C:36]4[C:35]([F:38])([F:37])[CH2:34][CH2:33][C:32]([F:40])([F:39])[C:31]=4[C:30]([CH:41]([F:43])[F:42])=[N:29]3)[CH2:16][C:17]3[CH:22]=[C:21]([F:23])[CH:20]=[C:19]([F:24])[CH:18]=3)[C:12]([C:45]3[CH:46]=[CH:47][C:48]([F:54])=[C:49]([CH:53]=3)[C:50]([NH2:52])=[O:51])=[CH:11][N:10]=2)[CH:5]=[CH:4]N=N1.[O:55]1CCN(CCN)[CH2:57][CH2:56]1.BrC1C([C@@H](NC(=O)OC(C)(C)C)CC2C=C(F)C=C(F)C=2)=NC(S(C)(=O)=O)=NC=1>>[F:42][CH:41]([F:43])[C:30]1[C:31]2[C:32]([F:40])([F:39])[CH2:33][CH2:34][C:35]([F:38])([F:37])[C:36]=2[N:28]([CH2:27][C:26]([NH:25][C@H:15]([C:13]2[C:12]([C:45]3[CH:46]=[CH:47][C:48]([F:54])=[C:49]([CH:53]=3)[C:50]([NH2:52])=[O:51])=[CH:11][N:10]=[C:9]([NH:8][CH2:7][CH2:6][N:1]3[CH2:5][CH2:4][O:55][CH2:56][CH2:57]3)[N:14]=2)[CH2:16][C:17]2[CH:22]=[C:21]([F:23])[CH:20]=[C:19]([F:24])[CH:18]=2)=[O:44])[N:29]=1. Procedure details: The title compound (28) was prepared according to the method presented for the synthesis of compound 23F of Example 23 starting with 2-morpholinoethanamine and 23B. 1H NMR (400 MHz, CD3OD) δ 8.76 (d, J=7.8 Hz, 1H), 8.14 (s, 1H), 7.46-7.32 (m, 2H), 7.22 (dd, J=10.7, 8.5 Hz, 1H), 7.00-6.59 (m, 2H), 6.43 (d, J=6.2 Hz, 2H), 5.23 (m, 1H), 5.02 (q, J=16.6 Hz, 2H), 3.97 (m, 6H), 3.70-3.39 (m, 6H), 3.10-2.93 (m, 2H), 2.66-2.38 (m, 4H). MS (m/z) 785.29 [M+H]+. The reactants are [Li+].C[Si](C)(C)[N-][Si](C)(C)C (LiHMDS), ClC1=C(C(=O)N)C=CC(=N1)Cl (2,6-dichloronicotinamide), NC=1C=C(C=CC1)N(S(=O)(=O)C1=CC=CC=C1)C (N-(3-aminophenyl)-N-methylbenzenesulfonamide). The solvent is C1CCOC1 (THF), C1CCOC1 (THF), CCOC(=O)C (EtOAc). Run at time 18 hour. Product: ClC1=NC(=C(C(=O)N)C=C1)NC1=CC(=CC=C1)N(S(=O)(=O)C1=CC=CC=C1)C (6-Chloro-2-(3-(N-methylphenylsulfonamido)phenylamino)nicotinamide). Isolated yield 79.8%. RXN SMILES: [Li+].C[Si]([N-][Si](C)(C)C)(C)C.Cl[C:12]1[N:20]=[C:19]([Cl:21])[CH:18]=[CH:17][C:13]=1[C:14]([NH2:16])=[O:15].[NH2:22][C:23]1[CH:24]=[C:25]([N:29]([CH3:39])[S:30]([C:33]2[CH:38]=[CH:37][CH:36]=[CH:35][CH:34]=2)(=[O:32])=[O:31])[CH:26]=[CH:27][CH:28]=1>C1COCC1.CCOC(C)=O>[Cl:21][C:19]1[CH:18]=[CH:17][C:13]([C:14]([NH2:16])=[O:15])=[C:12]([NH:22][C:23]2[CH:28]=[CH:27][CH:26]=[C:25]([N:29]([CH3:39])[S:30]([C:33]3[CH:34]=[CH:35][CH:36]=[CH:37][CH:38]=3)(=[O:32])=[O:31])[CH:24]=2)[N:20]=1 |f:0.1|. Procedure details: A 1 M THF solution of LiHMDS (2.302 mL, 2.302 mmol) was added dropwise to a suspension of 2,6-dichloronicotinamide (163 mg, 0.855 mmol) and N-(3-aminophenyl)-N-methylbenzenesulfonamide (172.5 mg, 0.658 mmol) in THF (3 mL) at room temperature. After 18 h at room temperature, the mixture was diluted with EtOAc and washed with saturated NH4Cl (5 mL). The EtOAc phase was concentrated and purified by silica gel chromatography, eluting with 20-100% EtOAc in hexanes, to give a yellow solid (218.8 mg, 5... Starting materials: ClC1=C(C=C(C=C1)C(C(=O)OC)C)O (methyl 2-(4-chloro-3-hydroxyphenyl)propanoate), CS(=O)(=O)C1=CC(=C(C=C1)F)Cl (3-chloro-4-fluorophenyl methyl sulfone). Product: ClC1=C(C=C(C=C1)C(C(=O)O)C)OC1=C(C=C(C=C1)S(=O)(=O)C)Cl (2-{4-chloro-3-[2-chloro-4-(methylsulfonyl)phenoxy]phenyl}propanoic acid). RXN SMILES: [Cl:1][C:2]1[CH:7]=[CH:6][C:5]([CH:8]([CH3:13])[C:9]([O:11]C)=[O:10])=[CH:4][C:3]=1[OH:14].[CH3:15][S:16]([C:19]1[CH:24]=[CH:23][C:22](F)=[C:21]([Cl:26])[CH:20]=1)(=[O:18])=[O:17]>>[Cl:1][C:2]1[CH:7]=[CH:6][C:5]([CH:8]([CH3:13])[C:9]([OH:11])=[O:10])=[CH:4][C:3]=1[O:14][C:22]1[CH:23]=[CH:24][C:19]([S:16]([CH3:15])(=[O:18])=[O:17])=[CH:20][C:21]=1[Cl:26]. Procedure details: The title compound was prepared by the method of example 2 step (iii) using the product of step (iii) and 3-chloro-4-fluorophenyl methyl sulfone.